This data is from the Open Reaction Database (ORD), a public repository of structured organic reaction records. The task is: describe an organic reaction: reactants, conditions, products, and yield The reactants are C(#N)C(C1=CC=C(N1C)CC(=O)OC)(C1=CC=C(C=C1)C)O (Methyl 5-[cyanohydroxy(4-methylphenyl)methyl]-1-methylpyrrole-2-acetate), [OH-].[Na+] (NaOH). Solvent: CCOCC (ether). The product is CC1=CC=C(C(=O)C2=CC=C(N2)CC(=O)OC)C=C1 (methyl 1-5-(4-methylbenzoyl)pyrrole-2-acetate). Isolated yield 93.6%. As a reaction SMILES: C([C:3]([OH:22])([C:15]1[CH:20]=[CH:19][C:18]([CH3:21])=[CH:17][CH:16]=1)[C:4]1[N:8](C)[C:7]([CH2:10][C:11]([O:13][CH3:14])=[O:12])=[CH:6][CH:5]=1)#N.[OH-].[Na+]>CCOCC>[CH3:21][C:18]1[CH:17]=[CH:16][C:15]([C:3]([C:4]2[NH:8][C:7]([CH2:10][C:11]([O:13][CH3:14])=[O:12])=[CH:6][CH:5]=2)=[O:22])=[CH:20][CH:19]=1 |f:1.2|. Procedure: Methyl 5-[cyanohydroxy(4-methylphenyl)methyl]-1-methylpyrrole-2-acetate (0.161 g, 0.540 mmoles) was dissolved in 30 ml of ether and shaken with 10 percent NaOH, washed with brine and dried over MgSO4. Evaporation of the ether yielded 0.130 g (86.1 percent) of methyl 1-5-(4-methylbenzoyl)pyrrole-2-acetate, mp 118°-120°. The IR was identical to an authentic sample of methyl 1-methyl-5-(4-methylbenzoyl)pyrrole-2-acetate. Reactants: CCCc1nc2c(C)cccc2n1Cc1ccc2c(c1)COc1ccccc1C2=CC#N, CCO, NO, O. The product is CCCc1nc2c(C)cccc2n1Cc1ccc2c(c1)COc1ccccc1C2=CC=NO. Reaction SMILES: [CH3:1][c:2]1[cH:3][cH:4][cH:5][c:6]2[n:7]([CH2:14][c:15]3[cH:16][c:17]4[c:18]([cH:31][cH:32]3)[C:19](=[CH:28][C:29]#[N:30])[c:20]3[c:21]([cH:24][cH:25][cH:26][cH:27]3)[O:22][CH2:23]4)[c:8]([CH2:11][CH2:12][CH3:13])[n:9][c:10]12.[CH3:36][CH2:37][OH:38].[NH2:33][OH:34].[OH2:35]>>[CH3:1][c:2]1[cH:3][cH:4][cH:5][c:6]2[n:7]([CH2:14][c:15]3[cH:16][c:17]4[c:18]([cH:31][cH:32]3)[C:19](=[CH:28][CH:29]=[N:30][OH:34])[c:20]3[c:21]([cH:24][cH:25][cH:26][cH:27]3)[O:22][CH2:23]4)[c:8]([CH2:11][CH2:12][CH3:13])[n:9][c:10]12. Reactants: C1CCOC1, C[Si](C)(C)[N-][Si](C)(C)C, O=C(Nc1cc[nH]n1)c1c(F)cccc1F, [Li+], Clc1ccc(OCc2ccccc2)cc1CBr. The product is O=C(Nc1ccn(Cc2cc(OCc3ccccc3)ccc2Cl)n1)c1c(F)cccc1F. As a reaction SMILES: [CH2:44]1[O:45][CH2:46][CH2:47][CH2:48]1.[CH3:17][Si:18]([N-:19][Si:20]([CH3:21])([CH3:22])[CH3:23])([CH3:24])[CH3:25].[F:1][c:2]1[c:3]([C:4](=[O:5])[NH:6][c:7]2[n:8][nH:9][cH:10][cH:11]2)[c:12]([F:16])[cH:13][cH:14][cH:15]1.[Li+:26].[c:27]1([CH2:33][O:34][c:35]2[cH:36][c:37]([CH2:42][Br:43])[c:38]([Cl:41])[cH:39][cH:40]2)[cH:28][cH:29][cH:30][cH:31][cH:32]1>>[F:1][c:2]1[c:3]([C:4](=[O:5])[NH:6][c:7]2[n:8][n:9]([CH2:42][c:37]3[cH:36][c:35]([O:34][CH2:33][c:27]4[cH:28][cH:29][cH:30][cH:31][cH:32]4)[cH:40][cH:39][c:38]3[Cl:41])[cH:10][cH:11]2)[c:12]([F:16])[cH:13][cH:14][cH:15]1. Reactants: N1CCOCCOCCOCC1 (1-aza-4,7,10-trioxacyclododecane), CC(C(=O)Cl)(CC)C (2,2-dimethylbutyryl chloride). Product: CC(C(=O)N1CCOCCOCCOCC1)(CC)C (1-(2,2-Dimethylbutyroyl)-1-aza-4,7,10-trioxacyclododecane). As a reaction SMILES: [NH:1]1[CH2:12][CH2:11][O:10][CH2:9][CH2:8][O:7][CH2:6][CH2:5][O:4][CH2:3][CH2:2]1.[CH3:13][C:14]([CH3:20])([CH2:18][CH3:19])[C:15](Cl)=[O:16]>>[CH3:13][C:14]([CH3:20])([CH2:18][CH3:19])[C:15]([N:1]1[CH2:12][CH2:11][O:10][CH2:9][CH2:8][O:7][CH2:6][CH2:5][O:4][CH2:3][CH2:2]1)=[O:16]. Reported procedure: Analogously to Example 14 from 1-aza-4,7,10-trioxacyclododecane and 2,2-dimethylbutyryl chloride. Reactants: COC1=CC=C2CCC(C2=C1)N1CCNCC1 ((-)-(6-methoxy-indan-1-yl)piperazine), O1C=C(C=C1)C(=O)O (3-furoic acid), ON1N=NC2=C1C=CC=C2 (1-hydroxybenzotriazole), C(C)(C)N=C=NC(C)C (1,3-diisopropylcarbodiimide). The solvent is ClCl (Cl2), CN(C)C=O (DMF). Run at time 18 hour. Product: O1C(=CC=C1)C(=O)N1CCN(CC1)C1CCC2=CC=C(C=C12)OC (1-[(2-Furanyl)carbonyl]-4-(6-methoxy-indan-1-yl)piperazine). RXN SMILES: [CH3:1][O:2][C:3]1[CH:11]=[C:10]2[C:6]([CH2:7][CH2:8][CH:9]2[N:12]2[CH2:17][CH2:16][NH:15][CH2:14][CH2:13]2)=[CH:5][CH:4]=1.[O:18]1C=C[C:20](C(O)=O)=[CH:19]1.[OH:26]N1C2C=CC=CC=2N=N1.C(N=C=N[CH:42]([CH3:44])[CH3:43])(C)C>ClCl.CN(C=O)C>[O:18]1[CH:19]=[CH:20][CH:44]=[C:42]1[C:43]([N:15]1[CH2:14][CH2:13][N:12]([CH:9]2[C:10]3[C:6](=[CH:5][CH:4]=[C:3]([O:2][CH3:1])[CH:11]=3)[CH2:7][CH2:8]2)[CH2:17][CH2:16]1)=[O:26]. Reported procedure: A solution of (-)-(6-methoxy-indan-1-yl)piperazine (28 mg, 0.12 mmol), 3-furoic acid (58 mg, 0.52 mmol), and 1-hydroxybenzotriazole (17 mg, 0.126 mmole), and 1,3-diisopropylcarbodiimide (16 mg, 0.126 mmol) in CH2 Cl2 (2 ml) and DMF (2 ml), was shaken for for 5 min and allowed to stand for 18 hr. The reaction mixture was filtered through an SCX Bondesil® (Varian # 1221-3039, 1 g) column. The column was washed with methanol (20 ml) and 0.1N NH4OH in methanol (2 ml). The product was then eluted fro... Reactants: C(C1=CC=CC=C1)Br (benzyl bromide), [OH-].[Na+] (Sodium hydroxide), C([O-])([O-])=O.[K+].[K+] (potassium carbonate), N[C@H](C(=O)O)CCC ((S)-2-aminopentanoic acid). Run in O (water). Run at temperature 0 celsius, time 12 hour. Product: C(C1=CC=CC=C1)N([C@H](C(=O)OCC1=CC=CC=C1)CCC)CC1=CC=CC=C1 ((S)-benzyl 2-(dibenzylamino)pentanoate). Isolated yield 132.9%. Reaction SMILES: [OH-:1].[Na+].[C:3](=[O:6])([O-])[O-].[K+].[K+].[NH2:9][C@@H:10]([CH2:14][CH2:15][CH3:16])[C:11](O)=O.[CH2:17](Br)[C:18]1[CH:23]=[CH:22][CH:21]=[CH:20][CH:19]=1>O>[CH2:17]([N:9]([CH2:17][C:18]1[CH:23]=[CH:22][CH:21]=[CH:20][CH:19]=1)[C@@H:10]([CH2:14][CH2:15][CH3:16])[C:11]([O:6][CH2:3][C:18]1[CH:23]=[CH:22][CH:21]=[CH:20][CH:19]=1)=[O:1])[C:18]1[CH:23]=[CH:22][CH:21]=[CH:20][CH:19]=1 |f:0.1,2.3.4|. Procedure details: Sodium hydroxide (0.513 Kg; 12.82 moles) and potassium carbonate (1.77 Kg, 12.82 moles) were dissolved in water (7.5 L) and cooled to 0° C. The resulting solution was treated with (S)-2-aminopentanoic acid (L-norvaline, 0.75 Kg; 6.41 moles) slowly at between 0-5° C. The stirred suspension was heated at 90° C. and benzyl bromide (4.385 Kg, 25.64 moles) was added dropwise. Heating was continued for a further 12 hours at 90° C. The reaction mixture was then cooled to ambient temperature, and extrac...